This data is from the Open Reaction Database (ORD), a public repository of structured organic reaction records. The task is: describe an organic reaction: reactants, conditions, products, and yield The reactants are C1CNCCN1, ClCCl, CCOCC, CCOC(=O)c1cn(-c2ccc(F)cc2F)c2nc(OS(=O)(=O)c3c(C(C)C)cc(C(C)C)cc3C(C)C)c(F)cc2c1=O. Reaction SMILES: [CH2:1]1[CH2:2][NH:3][CH2:4][CH2:5][NH:6]1.[CH2:56]([Cl:57])[Cl:58].[CH3:51][CH2:52][O:53][CH2:54][CH3:55].[F:7][c:8]1[c:9](-[n:15]2[cH:16][c:17]([C:46](=[O:47])[O:48][CH2:49][CH3:50])[c:18](=[O:45])[c:19]3[cH:20][c:21]([F:44])[c:22]([O:25][S:26]([c:27]4[c:28]([CH:29]([CH3:30])[CH3:31])[cH:32][c:33]([CH:34]([CH3:35])[CH3:36])[cH:37][c:38]4[CH:39]([CH3:40])[CH3:41])(=[O:42])=[O:43])[n:23][c:24]23)[cH:10][cH:11][c:12]([F:14])[cH:13]1>>[CH2:1]1[CH2:2][N:3]([c:22]2[c:21]([F:44])[cH:20][c:19]3[c:18](=[O:45])[c:17]([C:46](=[O:47])[O:48][CH2:49][CH3:50])[cH:16][n:15](-[c:9]4[c:8]([F:7])[cH:13][c:12]([F:14])[cH:11][cH:10]4)[c:24]3[n:23]2)[CH2:4][CH2:5][NH:6]1. The product is CCOC(=O)c1cn(-c2ccc(F)cc2F)c2nc(N3CCNCC3)c(F)cc2c1=O. Reactants: FC1(CCC(CC1)N1CCC(CC1)N1CC=2C=C(C=C(C2C1=O)C#N)F)F (2-[1-(4,4-difluorocyclohexyl)-piperidin-4-yl]-6-fluoro-3-oxo-2,3-dihydro-1H-isoindole-4-carbonitrile), N (ammonia), O (water). Run in C(C)(=O)O (acetic acid), S(O)(O)(=O)=O (sulfuric acid). Conditions: temperature 80 celsius. The product is FC1(CCC(CC1)N1CCC(CC1)N1CC=2C=C(C=C(C2C1=O)C(=O)N)F)F (2-[1-(4,4-Difluorocyclohexyl)-piperidin-4-yl]-6-fluoro-3-oxo-2,3-dihydro-1H-isoindole-4-carboxamide), solid. The yield is 67.0%. RXN SMILES: [F:1][C:2]1([F:27])[CH2:7][CH2:6][CH:5]([N:8]2[CH2:13][CH2:12][CH:11]([N:14]3[C:22](=[O:23])[C:21]4[C:20]([C:24]#[N:25])=[CH:19][C:18]([F:26])=[CH:17][C:16]=4[CH2:15]3)[CH2:10][CH2:9]2)[CH2:4][CH2:3]1.[OH2:28].N>C(O)(=O)C.S(=O)(=O)(O)O>[F:27][C:2]1([F:1])[CH2:7][CH2:6][CH:5]([N:8]2[CH2:9][CH2:10][CH:11]([N:14]3[C:22](=[O:23])[C:21]4[C:20]([C:24]([NH2:25])=[O:28])=[CH:19][C:18]([F:26])=[CH:17][C:16]=4[CH2:15]3)[CH2:12][CH2:13]2)[CH2:4][CH2:3]1. Reported procedure: To a stirred solution of [2-[1-(4,4-difluorocyclohexyl)-piperidin-4-yl]-6-fluoro-3-oxo-2,3-dihydro-1H-isoindole-4-carbonitrile (1.44 g, 3.82 mmol) in acetic acid (11 mL), concentrated sulfuric acid (5.8 mL) was added dropwise during 30 min. The reaction was then warmed at 80° C. for 9 hours, cooled at room temperature and poured into cold water (20 mL). The aqueous phase was then made basic by adding concentrated aqueous ammonia and extracted with dichloromethane (3×10 mL). The combined organic ... Reactants: ClC=1C=NN2C1N=CC=C2C2=CC(=CC=C2)C(F)(F)F (3-chloro-7-[3-(trifluoromethyl)phenyl)pyrazolo[1,5-a]pyrimidine), C(#N)[BH3-].[Na+] (sodium cyanoborohydride). The solvent is C(C)(=O)O (acetic acid). Yields the product ClC=1C=NN2C1NCC=C2C2=CC(=CC=C2)C(F)(F)F (3-chloro-4,5-dihydro-7-[3-(trifluoromethyl) phenyl]pyrazolo[1,5-a]pyrimidine). RXN SMILES: [Cl:1][C:2]1[CH:3]=[N:4][N:5]2[C:10]([C:11]3[CH:16]=[CH:15][CH:14]=[C:13]([C:17]([F:20])([F:19])[F:18])[CH:12]=3)=[CH:9][CH:8]=[N:7][C:6]=12.C([BH3-])#N.[Na+]>C(O)(=O)C>[Cl:1][C:2]1[CH:3]=[N:4][N:5]2[C:10]([C:11]3[CH:16]=[CH:15][CH:14]=[C:13]([C:17]([F:20])([F:19])[F:18])[CH:12]=3)=[CH:9][CH2:8][NH:7][C:6]=12 |f:1.2|. Procedure: A 13.3 g portion of 3-chloro-7-[3-(trifluoromethyl)phenyl)pyrazolo[1,5-a]pyrimidine and 7 g of sodium cyanoborohydride in 50 ml of acetic acid, were reacted as described in Example 1, giving 6.7 g of 3-chloro-4,5-dihydro-7-[3-(trifluoromethyl) phenyl]pyrazolo[1,5-a]pyrimidine. Reactants: O=C1CCC(=O)N1Br, CC#N, Nc1cccc([N+](=O)[O-])n1. Product: Nc1ccc(Br)c([N+](=O)[O-])n1. Reaction SMILES: [Br:11][N:12]1[C:13](=[O:14])[CH2:15][CH2:16][C:17]1=[O:18].[CH3:19][C:20]#[N:21].[N+:1](=[O:2])([O-:3])[c:4]1[cH:5][cH:6][cH:7][c:8]([NH2:10])[n:9]1>>[N+:1](=[O:2])([O-:3])[c:4]1[c:5]([Br:11])[cH:6][cH:7][c:8]([NH2:10])[n:9]1. The reactants are C(CCC)[Li] (n-butyl lithium), BrC1=CC=C(N(C)C)C=C1 (p-bromo-N,N-dimethylaniline), C(CCC)[Li] (n-butyl lithium), CCCCCC (hexane). Solvent: CCOCC (ether), C(C)OCC (diethyl ether). Reaction conditions: time 4 hour. Product: CN(C1=CC=C(C=C1)[Li])C (4-dimethylaminophenyl lithium). Reaction SMILES: Br[C:2]1[CH:10]=[CH:9][C:5]([N:6]([CH3:8])[CH3:7])=[CH:4][CH:3]=1.C([Li:15])CCC.CCCCCC>CCOCC>[CH3:7][N:6]([CH3:8])[C:5]1[CH:9]=[CH:10][C:2]([Li:15])=[CH:3][CH:4]=1. Procedure details: A solution of 20 g (0.1 mol) of p-bromo-N,N-dimethylaniline in 150 mL of anhydrous ether was treated dropwise over 1 h at 0°-5° with a solution of 40 mL of 2.45 M n-butyl lithium in hexane (0.1 mol) in 50 mL of anhydrous diethyl ether. The mixture was stirred at 0.5° for 11/4 h and then allowed to warm to 22°. An additional 1.0 mL of n-butyl lithium solution was added. The mixture was connected to a vacuum line and a distillation receiver bulb cooled in a dry ice bath. The solvents and volatile ... Reaction SMILES: [F:1][C:2]1[CH:7]=[CH:6][C:5]([C:8]2[C:17]3[C:12](=[CH:13][C:14]([CH3:18])=[CH:15][CH:16]=3)[O:11][C:10](=[O:19])[CH:9]=2)=[CH:4][CH:3]=1.C1C(=O)N([Br:27])C(=O)C1.C(OOC(=O)C1C=CC=CC=1)(=O)C1C=CC=CC=1>C(Cl)(Cl)(Cl)Cl>[Br:27][CH2:18][C:14]1[CH:13]=[C:12]2[C:17]([C:8]([C:5]3[CH:6]=[CH:7][C:2]([F:1])=[CH:3][CH:4]=3)=[CH:9][C:10](=[O:19])[O:11]2)=[CH:16][CH:15]=1. Conditions: time 8 hour. The reactants are FC1=CC=C(C=C1)C1=CC(OC2=CC(=CC=C12)C)=O (4-(4-fluorophenyl)-7-methyl-2H-chromen-2-one), C1CC(=O)N(C1=O)Br (NBS), C(C1=CC=CC=C1)(=O)OOC(C1=CC=CC=C1)=O (benzoyl peroxide). The product is BrCC1=CC=C2C(=CC(OC2=C1)=O)C1=CC=C(C=C1)F (7-(bromomethyl)-4-(4-fluorophenyl)-2H-chromen-2-one). Procedure: A mixture of 4-(4-fluorophenyl)-7-methyl-2H-chromen-2-one (24.0, 94.3 mmol), NBS (18.5 g, 103.8 mmol) and benzoyl peroxide (1.14 g, 4.72 mmol) in 470 mL of CCl4 was brought to reflux. The solution was left overnight at reflux and then filtered hot. Once cooled to rt the solvent was removed, the compound was dissolved in CH2Cl2 and a purification was done with a small pad of silica gel using hexane-EtOAc (8/2) to (1/1). The solvent was removed and the solid triturated with hexane-EtOAc and filter... Run in C(Cl)(Cl)(Cl)Cl (CCl4). The reactants are CN1CCCC1=O, Cc1cc([N+](=O)[O-])ccc1F, [K+], [K+], O=C([O-])[O-], NCC(O)CO. Yields the product Cc1cc([N+](=O)[O-])ccc1NCC(O)CO. As a reaction SMILES: [CH3:24][N:25]1[CH2:26][CH2:27][CH2:28][C:29]1=[O:30].[F:1][c:2]1[c:3]([CH3:11])[cH:4][c:5]([N+:8](=[O:9])[O-:10])[cH:6][cH:7]1.[K+:18].[K+:19].[O-:20][C:21]([O-:22])=[O:23].[OH:12][CH:13]([CH2:14][NH2:15])[CH2:16][OH:17]>>[c:2]1([NH:15][CH2:14][CH:13]([OH:12])[CH2:16][OH:17])[c:3]([CH3:11])[cH:4][c:5]([N+:8](=[O:9])[O-:10])[cH:6][cH:7]1. Starting materials: [H][H] (hydrogen), NC1=CC(=C(C=C1[N+](=O)[O-])[N+](=O)[O-])N (1,3-diamino-4,6-dinitrobenzene), NC1=CC(=C(C=C1[N+](=O)[O-])[N+](=O)[O-])N (1,3-diamino-4,6-dinitrobenzene). Solvent: O (water). Yields the product NC1=C(C=C(C(=C1)N)N)N (1,2,4,5-tetraminobenzene). Reaction SMILES: [NH2:1][C:2]1[C:7]([N+:8]([O-])=O)=[CH:6][C:5]([N+:11]([O-])=O)=[C:4]([NH2:14])[CH:3]=1.[H][H]>O>[NH2:1][C:2]1[CH:3]=[C:4]([NH2:14])[C:5]([NH2:11])=[CH:6][C:7]=1[NH2:8]. Reported procedure: forming a slurry of the 1,3-diamino-4,6-dinitrobenzene with water, and contacting the slurry with hydrogen and a hydrogenation catalyst to hydrogenate the 1,3-diamino-4,6-dinitrobenzene and produce 1,2,4,5-tetraminobenzene; Yields the product BrC=1C=C(C=CC1)C=1C(=NNC1)C1=C(C=C(C(=C1)Cl)O)O (4-[4-(3-Bromo-phenyl)-1H-pyrazol-3-yl]-6-chloro-benzene-1,3-diol). Reactants: BrC=1C=C(C=CC1)C1=COC2=CC(=C(C=C2C1=O)Cl)O (3-(3-Bromo-phenyl)-6-chloro-7-hydroxy-chromen-4-one), O.NN (hydrazine hydrate). Procedure: This compounds was synthesised in the same manner as described above. 3-(3-Bromo-phenyl)-6-chloro-7-hydroxy-chromen-4-one (0.25 g, 0.71 mmol), hydrazine hydrate (5 ml), ethanol (10 ml). The quenched solution was extracted into ethyl acetate, washed (water), dried (MgSO4), and the solvent removed under vacuum to give a yellow oil which was purified by column chromatography to give 4-[4-(3-Bromo-phenyl)-1H-pyrazol-3-yl]-6-chloro-benzene-1,3-diol as a white solid (0.21 g, 80.8%); Rf 0.8 ethyl aceta... Reaction SMILES: [Br:1][C:2]1[CH:3]=[C:4]([C:8]2[C:17](=O)[C:16]3[C:11](=[CH:12][C:13]([OH:20])=[C:14]([Cl:19])[CH:15]=3)[O:10][CH:9]=2)[CH:5]=[CH:6][CH:7]=1.O.[NH2:22][NH2:23]>C(O)C>[Br:1][C:2]1[CH:3]=[C:4]([C:8]2[C:17]([C:16]3[CH:15]=[C:14]([Cl:19])[C:13]([OH:20])=[CH:12][C:11]=3[OH:10])=[N:22][NH:23][CH:9]=2)[CH:5]=[CH:6][CH:7]=1 |f:1.2|. Solvent: C(C)O (ethanol). Yield: 80.8%.